Dataset: the Open Reaction Database (ORD), a public repository of structured organic reaction records. Task: describe an organic reaction: reactants, conditions, products, and yield The reactants are C(C)(C)N (isopropylamine), C(C)OC=1C=C(C=CC1)C=1C=C(C=CC1)N1C=C(C(C2=CC=CN=C12)=O)C(=O)O (1-[3-(3-Ethoxyphenyl)phenyl]-1,4-dihydro[1,8]naphthyridin-4-one-3-carboxylic acid), S(=O)(Cl)Cl (thionyl chloride). The solvent is O1CCCC1 (tetrahydrofuran), O1CCCC1 (tetrahydrofuran). Reaction conditions: time 18 hour. Yields the product C(C)(C)NC(=O)C1=CN(C2=NC=CC=C2C1=O)C1=CC(=CC=C1)C1=CC(=CC=C1)OCC (N-Isopropyl-1-[3-(3-ethoxyphenyl)phenyl]-1,4-dihydro[1,8]naphthyridin-4-one-3-carboxamide). Reaction SMILES: [CH2:1]([O:3][C:4]1[CH:5]=[C:6]([C:10]2[CH:11]=[C:12]([N:16]3[C:25]4[C:20](=[CH:21][CH:22]=[CH:23][N:24]=4)[C:19](=[O:26])[C:18]([C:27](O)=[O:28])=[CH:17]3)[CH:13]=[CH:14][CH:15]=2)[CH:7]=[CH:8][CH:9]=1)[CH3:2].S(Cl)(Cl)=O.[CH:34]([NH2:37])([CH3:36])[CH3:35]>O1CCCC1>[CH:34]([NH:37][C:27]([C:18]1[C:19](=[O:26])[C:20]2[C:25](=[N:24][CH:23]=[CH:22][CH:21]=2)[N:16]([C:12]2[CH:13]=[CH:14][CH:15]=[C:10]([C:6]3[CH:7]=[CH:8][CH:9]=[C:4]([O:3][CH2:1][CH3:2])[CH:5]=3)[CH:11]=2)[CH:17]=1)=[O:28])([CH3:36])[CH3:35]. Procedure: A mixture of 1-[3-(3-ethoxyphenyl)phenyl]-1,4-dihydro(1,8]naphthyridin-4-one-3-carboxylic acid from Step 2 and thionyl chloride (4 eq) in tetrahydrofuran (10 ml/mmol) was refluxed for 45 minutes, then evaporated. The residue was dissolved in the same volume of tetrahydrofuran, isopropylamine (5 eq) was added and the mixture was stirred at room temperature for 18 hours. After quenching with saturated aqueous ammonium chloride solution, the resulting mixture was partitioned between ethyl acetate a... Starting materials: C[Si](C)(C)[N-][Si](C)(C)C, COC(=O)COc1cccc(CO)c1Cl, [K+], C1CCOC1, O=C(Cl)N(c1ccccc1)c1ccccc1. The product is COC(=O)COc1cccc(COC(=O)N(c2ccccc2)c2ccccc2)c1Cl. RXN SMILES: [CH3:16][Si:17]([N-:18][Si:19]([CH3:20])([CH3:21])[CH3:22])([CH3:23])[CH3:24].[CH3:1][O:2][C:3]([CH2:4][O:5][c:6]1[c:7]([Cl:14])[c:8]([CH2:12][OH:13])[cH:9][cH:10][cH:11]1)=[O:15].[K+:25].[O:42]1[CH2:43][CH2:44][CH2:45][CH2:46]1.[c:26]1([N:32]([C:33](=[O:34])[Cl:35])[c:36]2[cH:37][cH:38][cH:39][cH:40][cH:41]2)[cH:27][cH:28][cH:29][cH:30][cH:31]1>>[CH3:1][O:2][C:3]([CH2:4][O:5][c:6]1[c:7]([Cl:14])[c:8]([CH2:12][O:13][C:33]([N:32]([c:26]2[cH:27][cH:28][cH:29][cH:30][cH:31]2)[c:36]2[cH:37][cH:38][cH:39][cH:40][cH:41]2)=[O:34])[cH:9][cH:10][cH:11]1)=[O:15]. Reactants: [Si](C)(C)(C(C)(C)C)O[C@@H]([C@@H](OC1=CC=C(C=C1)B(O)O)C)CCC=1C=NC=CC1 ((1S,2R)-4-[2-(tert-butyldimethylsilanyloxy)-1-methyl-4-pyridin-3-ylbutoxy]benzeneboronic acid), Cl.BrC=1C=C(C=CC1)CCN(C)C ([2-(3-bromophenyl)ethyl]dimethylamine hydrochloride), C([O-])([O-])=O.[Na+].[Na+] (sodium carbonate). The reagents and catalysts are [Pd] (palladium (0)). Run in C1(=CC=CC=C1)C (toluene), C(C)O (ethanol). Conditions: temperature 100 celsius, time 2 hour. The product is CN(CCC=1C=C(C=CC1)C1=CC=C(C=C1)O[C@H]([C@@H](CCC=1C=NC=CC1)O)C)C ((3R,4S)-4-[3′-(2-Dimethylaminoethyl)biphenyl-4-yloxy]-1-pyridin-3-yl-pentan-3-ol). The yield is 35.9%. As a reaction SMILES: [Si]([O:8][C@H:9]([CH2:22][CH2:23][C:24]1[CH:25]=[N:26][CH:27]=[CH:28][CH:29]=1)[C@H:10]([CH3:21])[O:11][C:12]1[CH:17]=[CH:16][C:15](B(O)O)=[CH:14][CH:13]=1)(C(C)(C)C)(C)C.Cl.Br[C:32]1[CH:33]=[C:34]([CH2:38][CH2:39][N:40]([CH3:42])[CH3:41])[CH:35]=[CH:36][CH:37]=1.C(=O)([O-])[O-].[Na+].[Na+]>C1(C)C=CC=CC=1.C(O)C.[Pd]>[CH3:42][N:40]([CH3:41])[CH2:39][CH2:38][C:34]1[CH:33]=[C:32]([C:15]2[CH:14]=[CH:13][C:12]([O:11][C@@H:10]([CH3:21])[C@H:9]([OH:8])[CH2:22][CH2:23][C:24]3[CH:25]=[N:26][CH:27]=[CH:28][CH:29]=3)=[CH:17][CH:16]=2)[CH:37]=[CH:36][CH:35]=1 |f:1.2,3.4.5|. Procedure: Prepared according to the method described in Example 12b) from (1S,2R)-4-[2-(tert-butyldimethylsilanyloxy)-1-methyl-4-pyridin-3-ylbutoxy]benzeneboronic acid (0.2 g, Example 11), [2-(3-bromophenyl)ethyl]dimethylamine hydrochloride (0.21 g, Example 27a)), aqueous sodium carbonate (2M, 0.82 ml) and tertakistriphenylphosphine palladium (0) (0.1 g) in toluene (5 ml) and ethanol (2 ml). The reaction was heated at 100° C. for 4 hours. After cooling, the solution was concentrated under reduced pressure... Starting materials: ClC1=NC(=CC(=N1)OC)OC (2-chloro-4,6-dimethoxypyrimidine), OC(C(=O)OC)C(C)(C)C (methyl (+/-)-2-hydroxy-3,3-dimethylbutanoate), CS(=O)[O-].[Na+] (sodium methanesulfinate), C([O-])([O-])=O.[K+].[K+] (potassium carbonate). Solvent: CN(C=O)C (N,N-dimethylformamide). Run at time 2 hour. Yields the product COC1=NC(=NC(=C1)OC)OC(C(=O)OC)C(C)(C)C (methyl (+/-)-2-(4,6-dimethoxy-2-pyrimidinyloxy)-3,3-dimethylbutanoate). Reaction SMILES: Cl[C:2]1[N:7]=[C:6]([O:8][CH3:9])[CH:5]=[C:4]([O:10][CH3:11])[N:3]=1.[OH:12][CH:13]([C:18]([CH3:21])([CH3:20])[CH3:19])[C:14]([O:16][CH3:17])=[O:15].CS([O-])=O.[Na+].C(=O)([O-])[O-].[K+].[K+]>CN(C)C=O>[CH3:11][O:10][C:4]1[CH:5]=[C:6]([O:8][CH3:9])[N:7]=[C:2]([O:12][CH:13]([C:18]([CH3:21])([CH3:20])[CH3:19])[C:14]([O:16][CH3:17])=[O:15])[N:3]=1 |f:2.3,4.5.6|. Procedure details: 4.38 g (25 mmol) of 2-chloro-4,6-dimethoxypyrimidine, 3.90 g (25 mmol) of methyl (+/-)-2-hydroxy-3,3-dimethylbutanoate and 0.66 g (6.3 mmol) of sodium methanesulfinate were heated in the presence of 5.17 g (37.5 mmol) of potassium carbonate in 25 ml of N,N-dimethylformamide to 120° C. with stirring. After 2 hours, the solvent was removed in a rotary evaporator at 70° C./20 mbar. The residue was taken up in 30 ml of water and 30 ml of dichloromethane. After the organic phase had been separated of... The reactants are NCC1CCC2=C(C(=CC=C12)Br)OC (1-aminomethyl-5-bromo-4-methoxyindan), BrC=1CCC2CCC=3CN(C=C(C1C32)OC)C3=CC=CC=C3 (7-bromo-6-methoxy-2,3,4,8,9,9a-hexahydro-4-phenyl-1H-indeno[1,7-cd]azepine), C(=O)O.C=O (formic acid formaldehyde). Product: Br.BrC=1CC[C@H]2C[C@H](C=3CN(C=C(C1C32)OC)C3=CC=CC=C3)C (trans-7-bromo-6-methoxy-2-methyl-2,3,4,8,9,9a-hexahydro-4-phenyl-1H-indeno[1,7-cd]azepine hydrobromide). As a reaction SMILES: N[CH2:2]C1C2C(=C(OC)C([Br:12])=CC=2)CC1.[Br:15][C:16]1[CH2:17][CH2:18][CH:19]2[C:28]3[C:27]=1[C:26]([O:29][CH3:30])=[CH:25][N:24]([C:31]1[CH:36]=[CH:35][CH:34]=[CH:33][CH:32]=1)[CH2:23][C:22]=3[CH2:21][CH2:20]2.C(O)=O.C=O>>[BrH:12].[Br:15][C:16]1[CH2:17][CH2:18][C@@H:19]2[C:28]3[C:27]=1[C:26]([O:29][CH3:30])=[CH:25][N:24]([C:31]1[CH:32]=[CH:33][CH:34]=[CH:35][CH:36]=1)[CH2:23][C:22]=3[C@H:21]([CH3:2])[CH2:20]2 |f:2.3,4.5|. Reported procedure: Using the methods described above and starting with 1-aminomethyl-5-bromo-4-methoxyindan, 7-bromo-6-methoxy-2,3,4,8,9,9a-hexahydro-4-phenyl-1H-indeno[1,7-cd]azepine is prepared. This intermediate is N-methylated using formic acid-formaldehyde to give cis, trans-7-bromo-6-methoxy-2-methyl-2,3,4,8,9,9a-hexahydro-4-phenyl-1H-indeno[1,7-cd]azepine hydrobromide and, after demethylation using boron tribromide, cis or trans-7-bromo-6-hydroxy-2-methyl-2,3,4,8,9,9a-hexahydro-4-phenyl-1H-indeno[1,7-cd]aze... Product: FC(OC1=CC=C(C=C1)C=1C=NC(=NC1)NC=1C=CC(=C(OCCN2CCC(CC2)C(=O)OC)C1)F)F (methyl 1-(2-(5-(5-(4-(difluoromethoxy)phenyl)pyrimidin-2-ylamino)-2-fluorophenoxy)ethyl)piperidine-4-carboxylate). As a reaction SMILES: Br[C:2]1[CH:3]=[N:4][C:5]([NH:8][C:9]2[CH:10]=[CH:11][C:12]([F:28])=[C:13]([CH:27]=2)[O:14][CH2:15][CH2:16][N:17]2[CH2:22][CH2:21][CH:20]([C:23]([O:25][CH3:26])=[O:24])[CH2:19][CH2:18]2)=[N:6][CH:7]=1.[F:29][CH:30]([F:47])[O:31][C:32]1[CH:37]=[CH:36][C:35](B2OC(C)(C)C(C)(C)O2)=[CH:34][CH:33]=1.C([O-])([O-])=O.[K+].[K+]>O1CCOCC1.C1C=CC([P]([Pd]([P](C2C=CC=CC=2)(C2C=CC=CC=2)C2C=CC=CC=2)([P](C2C=CC=CC=2)(C2C=CC=CC=2)C2C=CC=CC=2)[P](C2C=CC=CC=2)(C2C=CC=CC=2)C2C=CC=CC=2)(C2C=CC=CC=2)C2C=CC=CC=2)=CC=1>[F:29][CH:30]([F:47])[O:31][C:32]1[CH:37]=[CH:36][C:35]([C:2]2[CH:3]=[N:4][C:5]([NH:8][C:9]3[CH:10]=[CH:11][C:12]([F:28])=[C:13]([CH:27]=3)[O:14][CH2:15][CH2:16][N:17]3[CH2:22][CH2:21][CH:20]([C:23]([O:25][CH3:26])=[O:24])[CH2:19][CH2:18]3)=[N:6][CH:7]=2)=[CH:34][CH:33]=1 |f:2.3.4,^1:63,65,84,103|. Solvent: O1CCOCC1 (1,4-dioxane). The reagents and catalysts are C=1C=CC(=CC1)[P](C=2C=CC=CC2)(C=3C=CC=CC3)[Pd]([P](C=4C=CC=CC4)(C=5C=CC=CC5)C=6C=CC=CC6)([P](C=7C=CC=CC7)(C=8C=CC=CC8)C=9C=CC=CC9)[P](C=1C=CC=CC1)(C=1C=CC=CC1)C=1C=CC=CC1 (Pd(PPh3)4). Starting materials: BrC=1C=NC(=NC1)NC=1C=CC(=C(OCCN2CCC(CC2)C(=O)OC)C1)F (methyl 1-(2-(5-(5-bromopyrimidin-2-ylamino)-2-fluorophenoxy)ethyl)piperidine-4-carboxylate), FC(OC1=CC=C(C=C1)B1OC(C(O1)(C)C)(C)C)F (2-(4-(difluoromethoxy)phenyl)-4,4,5,5-tetramethyl-1,3,2-dioxaborolane), C(=O)([O-])[O-].[K+].[K+] (K2CO3). Conditions: temperature 90 celsius. Procedure: To a solution of methyl 1-(2-(5-(5-bromopyrimidin-2-ylamino)-2-fluorophenoxy)ethyl)piperidine-4-carboxylate 47 (0.24 mmol) in 1,4-dioxane (2.0 mL) is added 2-(4-(difluoromethoxy)phenyl)-4,4,5,5-tetramethyl-1,3,2-dioxaborolane 7 (0.28 mmol), 1.8M K2CO3 (0.5 mmol) and Pd(PPh3)4 (0.017 mmol). The reaction is evacuated and backfilled with nitrogen twice then heated at 90° C. for 12 h. The reaction mixture is cooled to rt, diluted with water (10 mL) and extracted with DCM (2×20 mL). The organic layer... The reactants are NCCN1CCNCC1 (N-(2-Aminoethyl)piperazine), C(C1=CC=CC=C1)=O (benzaldehyde). The solvent is C1(=CC=CC=C1)C (toluene). Product: C(C1=CC=CC=C1)=NCCN1CCNCC1 (N-[2-(benzylidene)aminoethyl]piperazine). Reaction SMILES: [NH2:1][CH2:2][CH2:3][N:4]1[CH2:9][CH2:8][NH:7][CH2:6][CH2:5]1.[CH:10](=O)[C:11]1[CH:16]=[CH:15][CH:14]=[CH:13][CH:12]=1>C1(C)C=CC=CC=1>[CH:10](=[N:1][CH2:2][CH2:3][N:4]1[CH2:9][CH2:8][NH:7][CH2:6][CH2:5]1)[C:11]1[CH:16]=[CH:15][CH:14]=[CH:13][CH:12]=1. Reported procedure: N-(2-Aminoethyl)piperazine (24.4 g) and benzaldehyde (26.9 ml) were dissolved in toluene (250 ml), and a Dean-Stark device was attached thereto, and the mixture was heated under reflux for 3 hours. After cooled to room temperature, a part (10 ml) of the reaction mixture was removed and concentrated to give N-[2-(benzylidene)aminoethyl]piperazine (1.4 g). Di (t-butyl) dicarbonate (45 g) was added to the remainder (about 240 ml) of the reaction mixture, and the mixture was stirred overnight at roo... Reactants: Cl.N1N=C(C=C1)CCl (1-pyrazolylmethylchloride-hydrochloride), CN(C1=NC=NC(=C1NC(CCl)=O)OCC)C (N-(4-dimethylamino-6-ethoxypyrimidin-5-yl)-chloroacetamide), [OH-].[Na+] (NaOH). Reagents/catalysts: [Cl-].C(C1=CC=CC=C1)[N+](CC)(CC)CC (benzyltriethylammoniumchloride). The solvent is C(Cl)Cl (CH2Cl2), O (water). Run at time 2 hour. Yields the product N1N=C(C=C1)CN(C(CCl)=O)C=1C(=NC=NC1OCC)N(C)C (N-(1-Pyrazolylmethyl)-N-(4-dimethylamino-6-ethoxypyrimidin-5-yl)-chloroacetamide). As a reaction SMILES: [CH3:1][N:2]([CH3:17])[C:3]1[C:8]([NH:9][C:10](=[O:13])[CH2:11][Cl:12])=[C:7]([O:14][CH2:15][CH3:16])[N:6]=[CH:5][N:4]=1.Cl.[NH:19]1[CH:23]=[CH:22][C:21]([CH2:24]Cl)=[N:20]1.[OH-].[Na+]>[Cl-].C([N+](CC)(CC)CC)C1C=CC=CC=1.C(Cl)Cl.O>[NH:19]1[CH:23]=[CH:22][C:21]([CH2:24][N:9]([C:8]2[C:3]([N:2]([CH3:17])[CH3:1])=[N:4][CH:5]=[N:6][C:7]=2[O:14][CH2:15][CH3:16])[C:10](=[O:13])[CH2:11][Cl:12])=[N:20]1 |f:1.2,3.4,5.6|. Procedure details: To a mixture of 12.9 g (0.05 mol) N-(4-dimethylamino-6-ethoxypyrimidin-5-yl)-chloroacetamide and 2 g benzyltriethylammoniumchloride in 150 g of CH2Cl2 are added 8.4 g (0.055 mol) of 1-pyrazolylmethylchloride-hydrochloride. To this mixture are quickly added 25 ml of 40% NaOH, whereby the temperature rises from 18° to 32°. The mixture is then stirred for 2 hours and diluted with water. The organic phase is separated off and dried over Na2SO4. The dried solution is evaporated to give an orange oil ... The reactants are ClC1=CC=C(C=C1)C1(CCNCC1)O (4-(4-chlorophenyl)piperidin-4-ol), C1OC(CCCCl)(C2=CC=C(C=C2)F)OC1 (1,1-ethylenedioxy-1-(4-fluorophenyl)-4-chlorobutane), [I-].[K+] (potassium iodide), [OH-].[K+] (potassium hydroxide). The solvent is C1(=CC=CC=C1)C (toluene), O (water). Reaction conditions: time 18 hour. Product: Cl.ClC1=CC=C(C=C1)C1(CCN(CC1)CCCC(=O)C1=CC=C(C=C1)F)O (4-[4-(4-chlorophenyl)-4-hydroxypiperidino]-4'-fluorobutyrophenone hydrochloride). Yield: 75.5%. Reaction SMILES: [Cl:1][C:2]1[CH:7]=[CH:6][C:5]([C:8]2([OH:14])[CH2:13][CH2:12][NH:11][CH2:10][CH2:9]2)=[CH:4][CH:3]=1.[I-].[K+].[OH-].[K+].C1CO[C:21]([C:26]2[CH:31]=[CH:30][C:29]([F:32])=[CH:28][CH:27]=2)([CH2:22][CH2:23][CH2:24]Cl)[O:20]1>C1(C)C=CC=CC=1.O>[ClH:1].[Cl:1][C:2]1[CH:7]=[CH:6][C:5]([C:8]2([OH:14])[CH2:9][CH2:10][N:11]([CH2:24][CH2:23][CH2:22][C:21]([C:26]3[CH:27]=[CH:28][C:29]([F:32])=[CH:30][CH:31]=3)=[O:20])[CH2:12][CH2:13]2)=[CH:4][CH:3]=1 |f:1.2,3.4,8.9|. Reported procedure: Under a nitrogen atmosphere 4.87 parts of 4-(4-chlorophenyl)piperidin-4-ol, 1.91 parts of potassium iodide and 25 parts of deionized water is combined and gently warmed. 1.65 Parts of potassium hydroxide, followed by 6.12 parts of 1,1-ethylenedioxy-1-(4-fluorophenyl)-4-chlorobutane is added, and the mixture is heated to reflux. After refluxing for 3.75 hours, the reaction mixture is cooled to room temperature, and 55 parts of toluene is added. The aqueous and organic layers are separated, and th... Reactants: ClC1=C(C#N)C=CC(=C1)N1[C@H]([C@H](CC1=O)O)C (2-chloro-4-[(2S,3S)-3-hydroxy-2-methyl-5-oxopyrrolidin-1-yl]benzonitrile), C(C1=CC=CC=C1)Br (benzyl bromide), C(C)(=O)O (Acetic acid), C(C)(C)NC(C)C (diisopropylamine). Solvent: C1CCOC1 (THF), O (Water), C1CCOC1 (THF), C1CCOC1 (THF). Run at temperature -78 celsius, time 1 hour. The product is C(C1=CC=CC=C1)[C@@H]1C(N([C@H]([C@H]1O)C)C1=CC(=C(C#N)C=C1)Cl)=O (4-[(3S,4S,5S)-3-benzyl-4-hydroxy-5-methyl-2-oxopyrrolidin-1-yl]-2-chlorobenzonitrile). The yield is 30.0%. RXN SMILES: C(NC(C)C)(C)C.[Cl:8][C:9]1[CH:16]=[C:15]([N:17]2[C:21](=[O:22])[CH2:20][C@H:19]([OH:23])[C@@H:18]2[CH3:24])[CH:14]=[CH:13][C:10]=1[C:11]#[N:12].[CH2:25](Br)[C:26]1[CH:31]=[CH:30][CH:29]=[CH:28][CH:27]=1.C(O)(=O)C>C1COCC1.O>[CH2:25]([C@H:20]1[C@H:19]([OH:23])[C@H:18]([CH3:24])[N:17]([C:15]2[CH:14]=[CH:13][C:10]([C:11]#[N:12])=[C:9]([Cl:8])[CH:16]=2)[C:21]1=[O:22])[C:26]1[CH:31]=[CH:30][CH:29]=[CH:28][CH:27]=1. Reported procedure: A solution of diisopropylamine (0.150 mL) in THF (8 mL) was cooled to −78° C., and n-butyllithium-hexane solution (0.648 mL, 1.6 mol/L) was added dropwise. After the completion of the dropwise addition, the mixture was stirred at −78° C. for 1 hr. Subsequently, a solution of 2-chloro-4-[(2S,3S)-3-hydroxy-2-methyl-5-oxopyrrolidin-1-yl]benzonitrile (100 mg) in THF (2.5 mL) was added dropwise, and the mixture was further stirred at −78° C. for 30 min. A solution of benzyl bromide (0.16 mL) in THF (...